Dataset: the Open Reaction Database (ORD), a public repository of structured organic reaction records. Task: describe an organic reaction: reactants, conditions, products, and yield Reactants: ClC1=NC(=CC(=N1)N1CCOCC1)CS(=O)(=O)C1=CC=CC=C1 (4-{2-Chloro-6-[(phenylsulfonyl)methyl]pyrimidin-4-yl}morpholine), CC1(OB(OC1(C)C)C1=CC=C(C=C1)N)C ([4-(4,4,5,5-Tetramethyl-1,3,2-dioxaborolan-2-yl)phenyl]amine), C([O-])([O-])=O.[Na+].[Na+] (sodium carbonate), O (water). Reagents/catalysts: dichlorobis(triphenylphosphine) palladium. The solvent is CN(C)C=O (DMF), C(OC)COC (dimethoxyethane), C(C)O (ethanol). Reaction conditions: temperature 90 celsius. Product: N1(CCOCC1)C1=NC(=NC(=C1)CS(=O)(=O)C1=CC=CC=C1)C1=CC=C(C=C1)N ((4-{4-Morpholin-4-yl-6-[(phenylsulfonyl)methyl]pyrimidin-2-yl}phenyl)amine). RXN SMILES: Cl[C:2]1[N:7]=[C:6]([N:8]2[CH2:13][CH2:12][O:11][CH2:10][CH2:9]2)[CH:5]=[C:4]([CH2:14][S:15]([C:18]2[CH:23]=[CH:22][CH:21]=[CH:20][CH:19]=2)(=[O:17])=[O:16])[N:3]=1.O.CC1(C)C(C)(C)OB([C:33]2[CH:38]=[CH:37][C:36]([NH2:39])=[CH:35][CH:34]=2)O1.C(=O)([O-])[O-].[Na+].[Na+]>CN(C=O)C.C(COC)OC.C(O)C>[N:8]1([C:6]2[CH:5]=[C:4]([CH2:14][S:15]([C:18]3[CH:23]=[CH:22][CH:21]=[CH:20][CH:19]=3)(=[O:17])=[O:16])[N:3]=[C:2]([C:33]3[CH:38]=[CH:37][C:36]([NH2:39])=[CH:35][CH:34]=3)[N:7]=2)[CH2:13][CH2:12][O:11][CH2:10][CH2:9]1 |f:3.4.5|. Reported procedure: 4-{2-Chloro-6-[(phenylsulfonyl)methyl]pyrimidin-4-yl}morpholine (3.3 g, 9.33 mmol) was dissolved in a solution of 18% DMF in a mixture of 7:3:2 dimethoxyethane:water:ethanol (36 mL). [4-(4,4,5,5-Tetramethyl-1,3,2-dioxaborolan-2-yl)phenyl]amine (3.07 g, 13.99 mmol), 2M sodium carbonate solution (12 mL) and dichlorobis(triphenylphosphine) palladium catalyst (328 mg, 0.47 mmol) were then added and the reaction refluxed at 90° C. for 2 hours under a nitrogen atmosphere. The reaction was allowed to c... Reactants: C1(=CC=CC=C1)C(CO)(C)C (2-phenyl-2-methylpropyl alcohol), FCCOC1=CC=C(CCl)C=C1 (4-(2-fluoroethoxy)benzyl chloride), [H-].[Na+] (Sodium hydride), O (water). The solvent is C(C)#N (acetonitrile), C(C)#N (acetonitrile), C(C)#N (acetonitrile). Yields the product C1(=CC=CC=C1)C(COCC1=CC=C(C=C1)OCCF)(C)C (4-(2-fluoroethoxy)benzyl 2-phenyl-2-methylpropyl ether). Isolated yield 75.1%. RXN SMILES: [H-].[Na+].[C:3]1([C:9]([CH3:13])([CH3:12])[CH2:10][OH:11])[CH:8]=[CH:7][CH:6]=[CH:5][CH:4]=1.[F:14][CH2:15][CH2:16][O:17][C:18]1[CH:25]=[CH:24][C:21]([CH2:22]Cl)=[CH:20][CH:19]=1.O>C(#N)C>[C:3]1([C:9]([CH3:13])([CH3:12])[CH2:10][O:11][CH2:22][C:21]2[CH:20]=[CH:19][C:18]([O:17][CH2:16][CH2:15][F:14])=[CH:25][CH:24]=2)[CH:8]=[CH:7][CH:6]=[CH:5][CH:4]=1 |f:0.1|. Procedure: Sodium hydride (1.4 g; 60% in oil) was added to 20 ml of dry acetonitrile, and a solution of 4.4 g of 2-phenyl-2-methylpropyl alcohol in 10 ml of acetonitrile was added dropwise at 50° C. The mixture was heated under reflux for 30 minutes, and a solution of 5.4 g of 4-(2-fluoroethoxy)benzyl chloride in 10 ml of acetonitrile was added dropwise over 10 minutes. The mixture was further heated under reflux for 1 hour. The reaction mixture was cooled to room temperature, poured into water, and extrac... Starting materials: CC(=O)O, O=C1Nc2ccc(I)cc2C1=O, NNC(=O)COc1ccc(C(=O)O)cc1. Reaction SMILES: [CH3:28][C:29](=[O:30])[OH:31].[I:1][c:2]1[cH:3][c:4]2[c:8]([cH:9][cH:10]1)[NH:7][C:6](=[O:11])[C:5]2=[O:12].[NH:13]([NH2:14])[C:15]([CH2:16][O:17][c:18]1[cH:19][cH:20][c:21]([C:22](=[O:23])[OH:24])[cH:25][cH:26]1)=[O:27]>>[I:1][c:2]1[cH:3][c:4]2[c:8]([cH:9][cH:10]1)[NH:7][C:6](=[O:11])[C:5]2=[N:14][NH:13][C:15]([CH2:16][O:17][c:18]1[cH:19][cH:20][c:21]([C:22](=[O:23])[OH:24])[cH:25][cH:26]1)=[O:27]. Yields the product O=C(COc1ccc(C(=O)O)cc1)NN=C1C(=O)Nc2ccc(I)cc21. The reactants are B(F)(F)F.CCOCC (boron trifluoride etherate), C1CO1 (ethylene oxide), C(C)P(OCCCC)[O-] (butyl ethylphosphonite), solution, C(CCC)[Li] (butyllithium), [Cl-].[NH4+] (ammonium chloride). Run in C1(=CC=CC=C1)C (toluene), CCCCCC (hexane). The product is C(C)P(OCCCC)(=O)CCO (butyl ethyl(2-hydroxyethyl)phosphinate). Isolated yield 72.1%. Reaction SMILES: [CH2:1]([P:3]([O-:9])[O:4][CH2:5][CH2:6][CH2:7][CH3:8])[CH3:2].C([Li])CCC.B(F)(F)F.[CH3:19][CH2:20][O:21]CC.C1OC1.[Cl-].[NH4+]>C1(C)C=CC=CC=1.CCCCCC>[CH2:1]([P:3]([CH2:19][CH2:20][OH:21])(=[O:9])[O:4][CH2:5][CH2:6][CH2:7][CH3:8])[CH3:2] |f:2.3,5.6|. Procedure details: 4.5 g (30 mmol) of butyl ethylphosphonite (produced as in Example 3) are dissolved in 30 ml of toluene and admixed at −78° C. with 12 ml (30 mmol) of a 2.5 molar solution of butyllithium in hexane. After stirring for 15 minutes 5.68 g (40 mmol) of boron trifluoride etherate are added and ethylene oxide is passed in followed by further reaction for two hours. Then, aqueous ammonium chloride solution is added followed by warming to room temperature. This is followed by concentrating in vacuo, taki...